This data is from the Open Reaction Database (ORD), a public repository of structured organic reaction records. The task is: describe an organic reaction: reactants, conditions, products, and yield The reactants are CN, ClCCl, NS(=O)(=O)c1ccc(F)c(C(=O)O)c1, C1CCOC1. The product is CNC(=O)c1cc(S(N)(=O)=O)ccc1F. As a reaction SMILES: [CH3:15][NH2:16].[Cl:22][CH2:23][Cl:24].[NH2:1][S:2](=[O:3])(=[O:4])[c:5]1[cH:6][cH:7][c:8]([F:14])[c:9]([C:10](=[O:11])[OH:12])[cH:13]1.[O:17]1[CH2:18][CH2:19][CH2:20][CH2:21]1>>[NH2:1][S:2](=[O:3])(=[O:4])[c:5]1[cH:6][cH:7][c:8]([F:14])[c:9]([C:10](=[O:11])[NH:16][CH3:15])[cH:13]1. The reactants are Cc1nc2sccn2c(=O)c1-c1ccc(C(F)(F)F)cc1, CC[O-], CCO, COc1cc(C=O)ccc1OCC1CC1, [Na+]. Product: COc1cc(C=Cc2nc3sccn3c(=O)c2-c2ccc(C(F)(F)F)cc2)ccc1OCC1CC1. As a reaction SMILES: [CH3:1][c:2]1[n:3][c:4]2[n:5]([c:6](=[O:18])[c:7]1-[c:8]1[cH:9][cH:10][c:11]([C:14]([F:15])([F:16])[F:17])[cH:12][cH:13]1)[cH:19][cH:20][s:21]2.[CH3:38][CH2:39][O-:40].[CH3:41][CH2:42][OH:43].[CH:22]1([CH2:25][O:26][c:27]2[c:28]([O:35][CH3:36])[cH:29][c:30]([CH:31]=[O:32])[cH:33][cH:34]2)[CH2:23][CH2:24]1.[Na+:37]>>[CH:1]([c:2]1[n:3][c:4]2[n:5]([c:6](=[O:18])[c:7]1-[c:8]1[cH:9][cH:10][c:11]([C:14]([F:15])([F:16])[F:17])[cH:12][cH:13]1)[cH:19][cH:20][s:21]2)=[CH:31][c:30]1[cH:29][c:28]([O:35][CH3:36])[c:27]([O:26][CH2:25][CH:22]2[CH2:23][CH2:24]2)[cH:34][cH:33]1. The reactants are OC(C(=O)OCCCl)CC1=CC=CC=C1 (2-chloroethyl 2-hydroxy-3-phenylpropionate), C(CO)(=O)OC(C)C (isopropyl glycolate), C(C)(C)(C)C1=CC=CC=C1 (tert-butylbenzene), OC(C(=O)OCCCl)CC1=CC=CC=C1 (2-chloroethyl 2-hydroxy-3-phenylpropionate). Solvent: C(C)OCC (ethyl ether). The product is OC(C(=O)OCC(=O)OC(C)C)CC1=CC=CC=C1 (2-(1-methylethoxy)-2-oxoethyl 2-hydroxy-3-phenylpropionate). Reaction SMILES: [OH:1][CH:2]([CH2:9][C:10]1[CH:15]=[CH:14][CH:13]=[CH:12][CH:11]=1)[C:3](OCCCl)=[O:4].[C:16]([O:20][CH:21]([CH3:23])[CH3:22])(=[O:19])[CH2:17][OH:18].C(C1C=CC=CC=1)(C)(C)C>C(OCC)C>[OH:1][CH:2]([CH2:9][C:10]1[CH:15]=[CH:14][CH:13]=[CH:12][CH:11]=1)[C:3]([O:18][CH2:17][C:16]([O:20][CH:21]([CH3:23])[CH3:22])=[O:19])=[O:4]. Procedure details: A 6 mL aliquot of an ethyl ether solution containing 0.25M 2-chloroethyl 2-hydroxy-3-phenylpropionate, 0.25M isopropyl glycolate, and 1.0% tert-butylbenzene was added to 0.43 g Lipase AK. After mixing for 2 d at room temperature, the conversion of 2-chloroethyl 2-hydroxy-3-phenylpropionate to the title compound was estimated (by GC, Method B) to be approximately 28%. The GC peak assigned to the title compound was confirmed by HRMS: calcd for C13H14O5Tms (M-CH3) 323. 1314, obsd 323. 1290. In iden... Reactants: C(C)(C)(C)OC(=O)N[C@@H]1[C@@H](CCCC1)NC1=C(C2=C(C(=N1)Cl)C(N(C2)C(=O)OC(C)(C)C)=O)F (tert-butyl 6-((1R,2S)-2-(tert-butoxycarbonylamino)cyclohexylamino)-4-chloro-7-fluoro-3-oxo-1H-pyrrolo[3,4-c]pyridine-2(3H)-carboxylate), C(CCC)[Sn](C1=CC=2C(=NC=CC2)S1)(CCCC)CCCC (2-(tributylstannyl)thieno[2,3-b]pyridine). Reagents/catalysts: C=1C=CC(=CC1)[P](C=2C=CC=CC2)(C=3C=CC=CC3)[Pd]([P](C=4C=CC=CC4)(C=5C=CC=CC5)C=6C=CC=CC6)([P](C=7C=CC=CC7)(C=8C=CC=CC8)C=9C=CC=CC9)[P](C=1C=CC=CC1)(C=1C=CC=CC1)C=1C=CC=CC1 (tetrakis(triphenylphosphine)palladium(0)). Run in CCOC(=O)C (EtOAc), C(=O)(O)[O-].[Na+] (NaHCO3), C1(=CC=CC=C1)C (toluene). The product is C(C)(C)(C)OC(=O)N[C@@H]1[C@@H](CCCC1)NC1=C(C2=C(C(=N1)C1=CC=3C(=NC=CC3)S1)C(N(C2)C(=O)OC(C)(C)C)=O)F (tert-Butyl 6-(((1R,2S)-2-((tert-butoxycarbonyl)amino)cyclohexyl)amino)-7-fluoro-3-oxo-4-(thieno[2,3-b]pyridin-2-yl)-1H-pyrrolo[3,4-c]pyridine-2(3H)-carboxylate). Yield: 35.5%. RXN SMILES: [C:1]([O:5][C:6]([NH:8][C@H:9]1[CH2:14][CH2:13][CH2:12][CH2:11][C@H:10]1[NH:15][C:16]1[N:21]=[C:20](Cl)[C:19]2[C:23](=[O:33])[N:24]([C:26]([O:28][C:29]([CH3:32])([CH3:31])[CH3:30])=[O:27])[CH2:25][C:18]=2[C:17]=1[F:34])=[O:7])([CH3:4])([CH3:3])[CH3:2].C([Sn](CCCC)(CCCC)[C:40]1[S:48][C:43]2=[N:44][CH:45]=[CH:46][CH:47]=[C:42]2[CH:41]=1)CCC>C1(C)C=CC=CC=1.CCOC(C)=O.C([O-])(O)=O.[Na+].C1C=CC([P]([Pd]([P](C2C=CC=CC=2)(C2C=CC=CC=2)C2C=CC=CC=2)([P](C2C=CC=CC=2)(C2C=CC=CC=2)C2C=CC=CC=2)[P](C2C=CC=CC=2)(C2C=CC=CC=2)C2C=CC=CC=2)(C2C=CC=CC=2)C2C=CC=CC=2)=CC=1>[C:1]([O:5][C:6]([NH:8][C@H:9]1[CH2:14][CH2:13][CH2:12][CH2:11][C@H:10]1[NH:15][C:16]1[N:21]=[C:20]([C:40]2[S:48][C:43]3=[N:44][CH:45]=[CH:46][CH:47]=[C:42]3[CH:41]=2)[C:19]2[C:23](=[O:33])[N:24]([C:26]([O:28][C:29]([CH3:32])([CH3:31])[CH3:30])=[O:27])[CH2:25][C:18]=2[C:17]=1[F:34])=[O:7])([CH3:4])([CH3:3])[CH3:2] |f:4.5,^1:78,80,99,118|. Procedure: A solution of tert-butyl 6-((1R,2S)-2-(tert-butoxycarbonylamino)cyclohexylamino)-4-chloro-7-fluoro-3-oxo-1H-pyrrolo[3,4-c]pyridine-2(3H)-carboxylate (200 mg, 0.401 mmol), 2-(tributylstannyl)thieno[2,3-b]pyridine (340 mg, 0.802 mmol) and tetrakis(triphenylphosphine)palladium(0) (463 mg, 0.401 mmol) in toluene (3 mL) was heated to 102° C. overnight. The reaction mixture was diluted with EtOAc (50 mL) and saturated aqueous NaHCO3 (100 mL). The organic layer was separated and the aqueous layer was w...